This data is from the Open Reaction Database (ORD), a public repository of structured organic reaction records. The task is: describe an organic reaction: reactants, conditions, products, and yield Reactants: FC1=C(C=CC=C1)C(C)=O (2′-Fluoroacetophenone), OC1=CC=C(C(=O)OC)C=C1 (methyl 4-hydroxybenzoate), C([O-])([O-])=O.[K+].[K+] (potassium carbonate). Run in CC(=O)N(C)C (dimethylacetamide). Conditions: temperature 140 celsius, time 1 day. Yields the product C(C)(=O)C1=C(OC2=CC=C(C(=O)OC)C=C2)C=CC=C1 (Methyl 4-(2-acetylphenoxy)benzoate). The yield is 41.6%. As a reaction SMILES: F[C:2]1[CH:7]=[CH:6][CH:5]=[CH:4][C:3]=1[C:8](=[O:10])[CH3:9].[OH:11][C:12]1[CH:21]=[CH:20][C:15]([C:16]([O:18][CH3:19])=[O:17])=[CH:14][CH:13]=1.C(=O)([O-])[O-].[K+].[K+]>CC(N(C)C)=O>[C:8]([C:3]1[CH:4]=[CH:5][CH:6]=[CH:7][C:2]=1[O:11][C:12]1[CH:13]=[CH:14][C:15]([C:16]([O:18][CH3:19])=[O:17])=[CH:20][CH:21]=1)(=[O:10])[CH3:9] |f:2.3.4|. Procedure details: 2′-Fluoroacetophenone (10.6 g), methyl 4-hydroxybenzoate (11.7 g) and potassium carbonate (11.2 g) were suspended in dimethylacetamide (70 ml), and the mixture was stirred at 140° C. for one day. The reaction mixture was cooled to room temperature and extracted with ethyl acetate. The organic layer was washed with brine, dried over sodium sulfate, and concentrated under reduced pressure. The obtained residue was purified by silica gel column chromatography (n-hexane:ethyl acetate=7:1) to give th...